This data is from the Open Reaction Database (ORD), a public repository of structured organic reaction records. The task is: describe an organic reaction: reactants, conditions, products, and yield Starting materials: COC(=O)[C@@]12CC3=C(C=C2CCN(C1)S(=O)(=O)C=1C=NC(=CC1)Cl)N(N=C3)C3=CC=C(C=C3)F ((R)-6-(6-chloropyridine-3-sulfonyl)-1-(4-fluorophenyl)-1,4,5,6,7,8-hexahydro-1,2,6-triaza-cyclopenta[b]naphthalene-4a-carboxylic acid methyl ester), Cl.F[C@H]1CNCC1 ((R)-3-fluoropyrrolidine hydrochloride). The product is COC(=O)[C@@]12CC3=C(C=C2CCN(C1)S(=O)(=O)C=1C=NC(=CC1)N1C[C@@H](CC1)F)N(N=C3)C3=CC=C(C=C3)F ((R)-1-(4-Fluorophenyl)-6-[6-((R)-3-fluoropyrrolidin-1-yl)-pyridine-3-sulfonyl]-1,4,5,6,7,8-hexahydro-1,2,6-triaza-cyclopenta[b]naphthalene-4a-carboxylic acid methyl ester). As a reaction SMILES: [CH3:1][O:2][C:3]([C@@:5]12[CH2:14][N:13]([S:15]([C:18]3[CH:19]=[N:20][C:21](Cl)=[CH:22][CH:23]=3)(=[O:17])=[O:16])[CH2:12][CH2:11][C:10]1=[CH:9][C:8]1[N:25]([C:28]3[CH:33]=[CH:32][C:31]([F:34])=[CH:30][CH:29]=3)[N:26]=[CH:27][C:7]=1[CH2:6]2)=[O:4].Cl.[F:36][C@@H:37]1[CH2:41][CH2:40][NH:39][CH2:38]1>>[CH3:1][O:2][C:3]([C@@:5]12[CH2:14][N:13]([S:15]([C:18]3[CH:19]=[N:20][C:21]([N:39]4[CH2:40][CH2:41][C@@H:37]([F:36])[CH2:38]4)=[CH:22][CH:23]=3)(=[O:17])=[O:16])[CH2:12][CH2:11][C:10]1=[CH:9][C:8]1[N:25]([C:28]3[CH:33]=[CH:32][C:31]([F:34])=[CH:30][CH:29]=3)[N:26]=[CH:27][C:7]=1[CH2:6]2)=[O:4] |f:1.2|. Procedure: The title compound was prepared by the method of Example 20 using (R)-6-(6-chloropyridine-3-sulfonyl)-1-(4-fluorophenyl)-1,4,5,6,7,8-hexahydro-1,2,6-triaza-cyclopenta[b]naphthalene-4a-carboxylic acid methyl ester and (R)-3-fluoropyrrolidine hydrochloride. LCMS (Method G): 556.2 (M+H)+, Retention time 3.4 minutes. Reactants: ClC=1C=C(C=CC1Cl)C(C(OC(NC1=CC=CC=C1)=O)C1=CN=NN1C1=CC=CC=C1)CC=C (5-[(1RS,2SR)-2-(3,4-dichlorophenyl)-1-phenylcarbamoyloxy-4-pentenyl]-1-phenyl-1,2,3-(1H)-triazole), O1CCCC1 (tetrahydrofuran), I(=O)(=O)(=O)[O-].[Na+] (sodium periodate), ClCCl.C(C)(=O)OCC (dichloromethane ethyl acetate). The reagents and catalysts are [Os](=O)(=O)(=O)=O (osmium tetroxide). Solvent: O (water), C(C)OCC (diethyl ether), O (water), O (water). Product: ClC=1C=C(C=CC1Cl)C(C(OC(NC1=CC=CC=C1)=O)C1=CN=NN1C1=CC=CC=C1)CC=O (5-[(1RS,2SR)-2-(3,4-Dichlorophenyl)-1-phenylcarbamoyloxy-4-oxobutyl]-1-phenyl-1,2,3-(1H)-triazole). Yield: 65.0%. As a reaction SMILES: [Cl:1][C:2]1[CH:3]=[C:4]([CH:9]([CH2:32][CH:33]=C)[CH:10]([C:21]2[N:25]([C:26]3[CH:31]=[CH:30][CH:29]=[CH:28][CH:27]=3)[N:24]=[N:23][CH:22]=2)[O:11][C:12](=[O:20])[NH:13][C:14]2[CH:19]=[CH:18][CH:17]=[CH:16][CH:15]=2)[CH:5]=[CH:6][C:7]=1[Cl:8].[O:35]1CCCC1.I([O-])(=O)(=O)=O.[Na+].ClCCl.C(OCC)(=O)C>C(OCC)C.O.[Os](=O)(=O)(=O)=O>[Cl:1][C:2]1[CH:3]=[C:4]([CH:9]([CH2:32][CH:33]=[O:35])[CH:10]([C:21]2[N:25]([C:26]3[CH:27]=[CH:28][CH:29]=[CH:30][CH:31]=3)[N:24]=[N:23][CH:22]=2)[O:11][C:12](=[O:20])[NH:13][C:14]2[CH:15]=[CH:16][CH:17]=[CH:18][CH:19]=2)[CH:5]=[CH:6][C:7]=1[Cl:8] |f:2.3,4.5|. Procedure details: To a stirred solution of 5-[(1RS,2SR)-2-(3,4-dichlorophenyl)-1-phenylcarbamoyloxy-4-pentenyl]-1-phenyl-1,2,3-(1H)-triazole (1.0 g) in diethyl ether (4 mL), water (4 mL), and tetrahydrofuran (2 mL) was added a solution of 0.16M osmium tetroxide in water (0.22 mL). After 5 minutes sodium periodate (0.96 g) was added portionwise. After 2 hours at room temperature water was added to the reaction mixture until most of the solids dissolve. The mixture was extracted with ethyl acetate (2×50 mL); the co... The product is Fc1ccc(C(OCCCl)c2ccc(F)cc2)cc1. As a reaction SMILES: [F:10][c:11]1[cH:12][cH:13][c:14]([CH:17]([OH:18])[c:19]2[cH:20][cH:21][c:22]([F:25])[cH:23][cH:24]2)[cH:15][cH:16]1.[OH2:26].[OH:1][CH2:2][CH2:3][Cl:4].[S:5](=[O:6])(=[O:7])([OH:8])[OH:9].[cH:27]1[cH:28][cH:29][cH:30][cH:31][cH:32]1>>[O:1]([CH2:2][CH2:3][Cl:4])[CH:17]([c:14]1[cH:13][cH:12][c:11]([F:10])[cH:16][cH:15]1)[c:19]1[cH:20][cH:21][c:22]([F:25])[cH:23][cH:24]1. Starting materials: OC(c1ccc(F)cc1)c1ccc(F)cc1, O, OCCCl, O=S(=O)(O)O, c1ccccc1.